Task: describe an organic reaction: reactants, conditions, products, and yield. Dataset: the Open Reaction Database (ORD), a public repository of structured organic reaction records Reactants: CC1(OB(OC1(C)C)C=1C=NNC1)C (4-(4,4,5,5-Tetramethyl-[1,3,2]dioxaborolan-2-yl)-1H-pyrazole), ClCC1=CC=NC=C1 (4-Chloromethyl-pyridine), C([O-])([O-])=O.[Cs+].[Cs+] (cesium carbonate). Run in C(C)#N (acetonitrile), O (water). Run at time 8 hour. Yields the product CC1(OB(OC1(C)C)C=1C=NN(C1)CC1=CC=NC=C1)C (4-[4-(4,4,5,5-Tetramethyl-[1,3,2]dioxaborolan-2-yl)-pyrazol-1-ylmethyl]-pyridine). Isolated yield 899.8%. As a reaction SMILES: [CH3:1][C:2]1([CH3:14])[C:6]([CH3:8])([CH3:7])[O:5][B:4]([C:9]2[CH:10]=[N:11][NH:12][CH:13]=2)[O:3]1.Cl[CH2:16][C:17]1[CH:22]=[CH:21][N:20]=[CH:19][CH:18]=1.C(=O)([O-])[O-].[Cs+].[Cs+]>C(#N)C.O>[CH3:1][C:2]1([CH3:14])[C:6]([CH3:7])([CH3:8])[O:5][B:4]([C:9]2[CH:13]=[N:12][N:11]([CH2:16][C:17]3[CH:22]=[CH:21][N:20]=[CH:19][CH:18]=3)[CH:10]=2)[O:3]1 |f:2.3.4|. Procedure details: A mixture of 4-(4,4,5,5-Tetramethyl-[1,3,2]dioxaborolan-2-yl)-1H-pyrazole (750 mg, 0.387 mmol), 4-Chloromethyl-pyridine (740 mg, 0.581 mmol) and cesium carbonate (3.77 g, 1.16 mmol) was dissolved in acetonitrile (15 mL) was stirred overnight at room temperature. Stirring continued for 5 hrs at 60° C. and the reaction mixture was cooled, diluted with water and extracted with ethyl acetate. The organics were washed with brine, dried over anhydrous sodium sulfate, filtered and concentrated. Column ... Starting materials: C(C)(=O)NC1=C(C=CC(=C1)SC1=CC=CC=C1)[N+](=O)[O-] (2-acetamido-4-phenylthio-1-nitrobenzene), C(Cl)(Cl)Cl (chloroform), C(C)(=O)OO (peracetic acid). The solvent is CO (methanol). Run at time 4 hour. Product: C(C)(=O)NC1=C(C=CC(=C1)S(=O)C1=CC=CC=C1)[N+](=O)[O-] (2-acetamido-4-phenylsulfinyl-1-nitrobenzene). As a reaction SMILES: [C:1]([NH:4][C:5]1[CH:10]=[C:9]([S:11][C:12]2[CH:17]=[CH:16][CH:15]=[CH:14][CH:13]=2)[CH:8]=[CH:7][C:6]=1[N+:18]([O-:20])=[O:19])(=[O:3])[CH3:2].C(Cl)(Cl)Cl.C(OO)(=[O:27])C>CO>[C:1]([NH:4][C:5]1[CH:10]=[C:9]([S:11]([C:12]2[CH:17]=[CH:16][CH:15]=[CH:14][CH:13]=2)=[O:27])[CH:8]=[CH:7][C:6]=1[N+:18]([O-:20])=[O:19])(=[O:3])[CH3:2]. Procedure: 3.5 G. of 2-acetamido-4-phenylthio-1-nitrobenzene is dissolved in 35 ml. chloroform and treated at -25° C to -20° C with 2.5 g. 40% peracetic acid in 5 ml. methanol. The reaction mixture is allowed to warm slowly to 20°-25° C where it is held for four hours, then washed with sodium bisulfate solution and then with sodium bicarbonate solution. Evaporation of the solvent leaves 2-acetamido-4-phenylsulfinyl-1-nitrobenzene as a gum. This is treated with 20 ml. methanol and 10 ml. 5N aqueous sodium h... Reactants: Cc1oc(Br)cc1C=O, COc1ccc(B(O)O)cc1, COCCOC, [Na+], [Na+], O=C([O-])[O-], O, c1ccc(P(c2ccccc2)(c2ccccc2)[Pd](P(c2ccccc2)(c2ccccc2)c2ccccc2)(P(c2ccccc2)(c2ccccc2)c2ccccc2)P(c2ccccc2)(c2ccccc2)c2ccccc2)cc1. Product: COc1ccc(-c2cc(C=O)c(C)o2)cc1. Reaction SMILES: [Br:1][c:2]1[cH:3][c:4]([CH:8]=[O:9])[c:5]([CH3:7])[o:6]1.[CH3:10][O:11][c:12]1[cH:13][cH:14][c:15]([B:18]([OH:19])[OH:20])[cH:16][cH:17]1.[CH3:27][O:28][CH2:29][CH2:30][O:31][CH3:32].[Na+:21].[Na+:22].[O-:23][C:24](=[O:25])[O-:26].[OH2:110].[cH:33]1[cH:34][cH:35][c:36]([P:37]([Pd:38]([P:39]([c:40]2[cH:41][cH:42][cH:43][cH:44][cH:45]2)([c:46]2[cH:47][cH:48][cH:49][cH:50][cH:51]2)[c:52]2[cH:53][cH:54][cH:55][cH:56][cH:57]2)([P:58]([c:59]2[cH:60][cH:61][cH:62][cH:63][cH:64]2)([c:65]2[cH:66][cH:67][cH:68][cH:69][cH:70]2)[c:71]2[cH:72][cH:73][cH:74][cH:75][cH:76]2)[P:77]([c:78]2[cH:79][cH:80][cH:81][cH:82][cH:83]2)([c:84]2[cH:85][cH:86][cH:87][cH:88][cH:89]2)[c:90]2[cH:91][cH:92][cH:93][cH:94][cH:95]2)([c:96]2[cH:97][cH:98][cH:99][cH:100][cH:101]2)[c:102]2[cH:103][cH:104][cH:105][cH:106][cH:107]2)[cH:108][cH:109]1>>[c:2]1(-[c:15]2[cH:14][cH:13][c:12]([O:11][CH3:10])[cH:17][cH:16]2)[cH:3][c:4]([CH:8]=[O:9])[c:5]([CH3:7])[o:6]1. Starting materials: CN1CCCC1=O, NS(=O)(=O)c1cccc(Cl)c1, CNc1nc(Cl)cc(Cl)n1, [K]. Yields the product CNc1nc(Cl)cc(NS(=O)(=O)c2cccc(Cl)c2)n1. Reaction SMILES: [CH3:23][N:24]1[CH2:25][CH2:26][CH2:27][C:28]1=[O:29].[Cl:12][c:13]1[cH:14][c:15]([S:19](=[O:20])(=[O:21])[NH2:22])[cH:16][cH:17][cH:18]1.[Cl:1][c:2]1[n:3][c:4]([NH:9][CH3:10])[n:5][c:6]([Cl:8])[cH:7]1.[K:11]>>[c:2]1([NH:22][S:19]([c:15]2[cH:14][c:13]([Cl:12])[cH:18][cH:17][cH:16]2)(=[O:20])=[O:21])[n:3][c:4]([NH:9][CH3:10])[n:5][c:6]([Cl:8])[cH:7]1. Reaction conditions: temperature 1 celsius, time 4 day. The solvent is O (Water), O1CCCC1 (tetrahydrofuran), O1CCCC1 (tetrahydrofuran), O1CCCC1 (tetrahydrofuran). Reported procedure: 199 mg (1.97 mmol) of diisopropylamine was dissolved in 2.5 ml of dry tetrahydrofuran, and in an atmosphere of nitrogen, 0.795 ml of n-butyllithium (1.65N hexane solution) was added dropwise at 1° C., and the mixture was maintained at 1° C. for 45 minutes. To the reaction mixture were added dropwise at 1° C. 68.7 mg (0.438 mmol) of (S)-(-)-prolinol propionamide and 0.5 ml of dry tetrahydrofuran, and the mixture was reacted at room temperature for 1 hour. To the reaction mixture was added dropwis... Reaction SMILES: C(NC(C)C)(C)C.C([Li])CCC.[C:13](N)(=[O:16])[CH2:14][CH3:15].[NH:18]1[CH2:24][CH2:23][CH2:22][C@H:19]1[CH2:20][OH:21].CN(P(N(C)C)(N(C)C)=O)C.[CH3:36][CH:37]([CH:40]([O:46][CH:47]1[CH2:52][CH2:51][CH2:50][CH2:49][O:48]1)[CH:41]([CH3:45])[CH2:42][CH2:43][CH3:44])[CH2:38]I>O1CCCC1.O>[O:48]1[CH2:49][CH2:50][CH2:51][CH2:52][CH:47]1[O:46][CH:40]([CH:41]([CH3:45])[CH2:42][CH2:43][CH3:44])[CH:37]([CH3:36])[CH2:38][CH:14]([CH3:15])[C:13]([N:18]1[CH2:24][CH2:23][CH2:22][CH:19]1[CH2:20][OH:21])=[O:16] |f:2.3|. The product is O1C(CCCC1)OC(C(CC(C(=O)N1C(CCC1)CO)C)C)C(CCC)C (1-(5'-tetrahydropyranyloxy-2',4',6'-trimethylnonanoyl)-2-hydroxymethylpyrrolidine). The reactants are CN(C)P(=O)(N(C)C)N(C)C (HMPA), C(C)(C)NC(C)C (diisopropylamine), C(CCC)[Li] (n-butyllithium), C(CC)(=O)N.N1[C@H](CO)CCC1 ((S)-(-)-prolinol propionamide), CC(CI)C(C(CCC)C)OC1OCCCC1 (2,4-dimethyl-1-iodo-3-tetrahydropyranyloxy-heptane). Isolated yield 87.2%. Starting materials: C(CCCCCCCCCCC)N(C)CCOC1=CC(=C(C=C1)CCC(=O)OC)OS(=O)(=O)C(F)(F)F (3-[4-[2-(N-dodecyl-N-methylamino)ethoxy]-2-[trifluoromethanesulfonyloxy]-phenyl]propanoic acid, methyl ester), C(CCC)C(=C(CCCC)CCCC)[Sn] (tributylvinyltin), [Cl-].[Li+] (lithium chloride), C(C)(C)(C)C1=C(C(=CC(=C1)C)C(C)(C)C)O (2,6-di-tert-butyl-4-methylphenol). Reagents/catalysts: [Pd].C1(=CC=CC=C1)P(C1=CC=CC=C1)C1=CC=CC=C1.C1(=CC=CC=C1)P(C1=CC=CC=C1)C1=CC=CC=C1.C1(=CC=CC=C1)P(C1=CC=CC=C1)C1=CC=CC=C1.C1(=CC=CC=C1)P(C1=CC=CC=C1)C1=CC=CC=C1 (tetrakis(triphenylphosphine)-palladium(0)). The solvent is O1CCOCC1 (1,4dioxane), C(C)OCC (diethyl ether). Reaction conditions: temperature 100 celsius, time 5 hour. Yields the product C(CCCCCCCCCCC)N(C)CCOC1=CC(=C(C=C1)CCC(=O)OC)C=C (3-[4-[2-(N-Dodecyl-N-methylamino)ethoxy]-2-vinylphenyl]propanoic acid, methyl ester). The yield is 82.0%. Reaction SMILES: [CH2:1]([N:13]([CH2:15][CH2:16][O:17][C:18]1[CH:23]=[CH:22][C:21]([CH2:24][CH2:25][C:26]([O:28][CH3:29])=[O:27])=[C:20](OS(C(F)(F)F)(=O)=O)[CH:19]=1)[CH3:14])[CH2:2][CH2:3][CH2:4][CH2:5][CH2:6][CH2:7][CH2:8][CH2:9][CH2:10][CH2:11][CH3:12].[CH2:38](C([Sn])=C(CCCC)CCCC)[CH2:39]CC.[Cl-].[Li+].C(C1C=C(C)C=C(C(C)(C)C)C=1O)(C)(C)C>O1CCOCC1.C(OCC)C.[Pd].C1(P(C2C=CC=CC=2)C2C=CC=CC=2)C=CC=CC=1.C1(P(C2C=CC=CC=2)C2C=CC=CC=2)C=CC=CC=1.C1(P(C2C=CC=CC=2)C2C=CC=CC=2)C=CC=CC=1.C1(P(C2C=CC=CC=2)C2C=CC=CC=2)C=CC=CC=1>[CH2:1]([N:13]([CH2:15][CH2:16][O:17][C:18]1[CH:23]=[CH:22][C:21]([CH2:24][CH2:25][C:26]([O:28][CH3:29])=[O:27])=[C:20]([CH:38]=[CH2:39])[CH:19]=1)[CH3:14])[CH2:2][CH2:3][CH2:4][CH2:5][CH2:6][CH2:7][CH2:8][CH2:9][CH2:10][CH2:11][CH3:12] |f:2.3,7.8.9.10.11,^1:39|. Procedure details: To a solution of 3-[4-[2-(N-dodecyl-N-methylamino)ethoxy]-2-[trifluoromethanesulfonyloxy]-phenyl]propanoic acid, methyl ester (250 mg, 0.48 mmol) in 1,4dioxane (2.5 ml) were added tributylvinyltin (1.2 ml, 4.0 mmol), lithium chloride (123 mg, 1.44 mmol), tetrakis(triphenylphosphine)-palladium(0) (10 mg) and 2,6-di-tert-butyl-4-methylphenol (10 mg). The resulting mixture was then stirred at 100° C. for 5 h. After cooling to r.t., the mixture was diluted with diethyl ether, washed with water, brin... The reactants are O=C(O)c1csc(Br)c1, CCN=C=NCCCN(C)C, CN(C)C=O, CCOC(C)=O, CCN(C(C)C)C(C)C, Cl, NCc1ccccc1, On1nnc2ccccc21. The product is O=C(NCc1ccccc1)c1csc(Br)c1. Reaction SMILES: [Br:1][c:2]1[cH:3][c:4]([C:7](=[O:8])[OH:9])[cH:5][s:6]1.[CH2:30]([N:31]=[C:32]=[N:33][CH2:34][CH2:35][CH2:36][N:37]([CH3:38])[CH3:39])[CH3:40].[CH3:49][N:50]([CH3:51])[CH:52]=[O:53].[CH3:54][CH2:55][O:56][C:57](=[O:58])[CH3:59].[CH:10]([N:11]([CH2:12][CH3:13])[CH:14]([CH3:15])[CH3:16])([CH3:17])[CH3:18].[ClH:29].[NH2:41][CH2:42][c:43]1[cH:44][cH:45][cH:46][cH:47][cH:48]1.[OH:19][n:20]1[c:21]2[cH:22][cH:23][cH:24][cH:25][c:26]2[n:27][n:28]1>>[Br:1][c:2]1[cH:3][c:4]([C:7](=[O:9])[NH:41][CH2:42][c:43]2[cH:44][cH:45][cH:46][cH:47][cH:48]2)[cH:5][s:6]1. Reactants: C(Cl)Cl (DCM), C(#N)\C=C/C(=O)OCC (ethyl cis-beta-cyanoacrylate), TEA, C(Cl)Cl (DCM), aqueous solution, C1CC(=O)N(C1=O)Cl (NCS), CC(C)(C)C=O (Pivaldehyde), CN(C)C=O (DMF). Solvent: NO (H2NOH). Run at time 1 hour. Yields the product C(C)OC(=O)C1C(C(=NO1)C(C)(C)C)C#N (3-tert-Butyl-4-cyano-4,5-dihydro-isoxazole-5-carboxylic acid ethyl ester). Reaction SMILES: [CH3:1][C:2]([CH:5]=O)(C)[CH3:3].C1C(=O)[N:11](Cl)[C:9](=O)C1.C(Cl)Cl.[C:18](/[CH:20]=[CH:21]\[C:22]([O:24][CH2:25][CH3:26])=[O:23])#[N:19].CN(C=[O:31])C>NO>[CH2:25]([O:24][C:22]([CH:21]1[O:31][N:19]=[C:18]([C:2]([CH3:5])([CH3:3])[CH3:1])[CH:20]1[C:9]#[N:11])=[O:23])[CH3:26]. Procedure: Pivaldehyde (1.63 mL, 15.0 mmol) was dissolved in anhydrous DMF (15 mL) and H2NOH.xH2O (0.860 mL of a 55% aqueous solution, 15.4 mmol) was added via syringe. The resulting mixture was stirred at room temperature for 1 h and NCS (2.06 g, 15.4 mmol) was added as a solid. The resulting mixture was stirred at room temperature for 1 h and DCM (50 mL) was added. The resulting solution was placed in a dropping funnel and added dropwise over 4 h to a stirred DCM (40 mL) solution of ethyl cis-beta-cyanoa...